This data is from the Open Reaction Database (ORD), a public repository of structured organic reaction records. The task is: describe an organic reaction: reactants, conditions, products, and yield Reactants: CS(C)=O, C[S+](C)(C)=O, O=C1CCN(Cc2ccc(Cl)c(C(=O)NCC34CC5CC(CC(C5)C3)C4)c2)CC1, [H-], [I-], [Na+]. Product: O=C(NCC12CC3CC(CC(C3)C1)C2)c1cc(CN2CCC3(CC2)CO3)ccc1Cl. RXN SMILES: [CH3:38][S:39]([CH3:40])=[O:41].[CH3:4][S+:5]([CH3:6])([CH3:7])=[O:8].[Cl:9][c:10]1[c:11]([C:12](=[O:13])[NH:14][CH2:15][C:16]23[CH2:17][CH:18]4[CH2:19][CH:20]([CH2:21][CH:22]([CH2:23]2)[CH2:24]4)[CH2:25]3)[cH:26][c:27]([CH2:30][N:31]2[CH2:32][CH2:33][C:34](=[O:37])[CH2:35][CH2:36]2)[cH:28][cH:29]1.[H-:1].[I-:3].[Na+:2]>>[CH2:4]1[C:34]2([CH2:33][CH2:32][N:31]([CH2:30][c:27]3[cH:26][c:11]([C:12](=[O:13])[NH:14][CH2:15][C:16]45[CH2:17][CH:18]6[CH2:19][CH:20]([CH2:21][CH:22]([CH2:23]4)[CH2:24]6)[CH2:25]5)[c:10]([Cl:9])[cH:29][cH:28]3)[CH2:36][CH2:35]2)[O:37]1. Starting materials: FC(C(=O)C1=CNC2=CC=CC=C12)(F)F (2,2,2-trifluoro-1-(1H-indol-3-yl)ethanone), BrC=1C=C2C=NN(C2=CC1)C1=CC=C(C=C1)F (5-bromo-1-(4-fluorophenyl)-1H-indazole), solution, C(CCC)[Li] (n-butyllithium). The solvent is C1CCOC1 (THF), C1CCOC1 (THF), CCCCCC (hexane). Reaction conditions: temperature -78 celsius, time 30 minute. Product: FC(C(O)(C1=CNC2=CC=CC=C12)C=1C=C2C=NN(C2=CC1)C1=CC=C(C=C1)F)(F)F (2,2,2-trifluoro-1-[1-(4-fluorophenyl)-1H-indazol-5-yl]-1-(1H-indol-3-yl)ethanol). Yield: 49.0%. Reaction SMILES: Br[C:2]1[CH:3]=[C:4]2[C:8](=[CH:9][CH:10]=1)[N:7]([C:11]1[CH:16]=[CH:15][C:14]([F:17])=[CH:13][CH:12]=1)[N:6]=[CH:5]2.C([Li])CCC.[F:23][C:24]([F:37])([F:36])[C:25]([C:27]1[C:35]2[C:30](=[CH:31][CH:32]=[CH:33][CH:34]=2)[NH:29][CH:28]=1)=[O:26]>C1COCC1.CCCCCC>[F:37][C:24]([F:23])([F:36])[C:25]([C:2]1[CH:3]=[C:4]2[C:8](=[CH:9][CH:10]=1)[N:7]([C:11]1[CH:16]=[CH:15][C:14]([F:17])=[CH:13][CH:12]=1)[N:6]=[CH:5]2)([C:27]1[C:35]2[C:30](=[CH:31][CH:32]=[CH:33][CH:34]=2)[NH:29][CH:28]=1)[OH:26]. Procedure: To a chilled (−78° C.) solution of 2.67 g (9.20 mmol) 5-bromo-1-(4-fluorophenyl)-1H-indazole in 10 mL of anhydrous THF was added 7.36 mL (18.40 mmol) of a 2.5 M solution of n-butyllithium in hexane followed by a solution of 1.00 g (4.69 mmol) of 2,2,2-trifluoro-1-(1H-indol-3-yl)ethanone in 5 mL of THF in one portion. The reaction was then stirred at −78° C. for 30 minutes and quenched with 5 mL of water. The mixture was warmed to room temperature and extracted with ethyl acetate. The combined or... Starting materials: C(C1=CC=CC=C1)C=1C(=NC=C(C1)Br)C#CC1(CN2CCC1CC2)O (3-(3-benzyl-5-bromo-2-pyridyl)ethynyl-3-quinuclidinol), S1C=C(C=C1)B(O)O (3-thiopheneboronic acid), tetrakis (triphenylphosphine)palladium(0), C1(=CC=CC=C1)C (toluene), C([O-])([O-])=O.[Na+].[Na+] (sodium carbonate). Solvent: CO (methanol). Run at temperature 80 celsius, time 2 hour. The product is C(C1=CC=CC=C1)C=1C(=NC=C(C1)C1=CSC=C1)C#CC1(CN2CCC1CC2)O (3-[3-Benzyl-5-(3-thienyl)-2-pyridyl]ethynyl-3-quinuclidinol). Isolated yield 65.5%. As a reaction SMILES: [CH2:1]([C:8]1[C:9]([C:15]#[C:16][C:17]2([OH:25])[CH:22]3[CH2:23][CH2:24][N:19]([CH2:20][CH2:21]3)[CH2:18]2)=[N:10][CH:11]=[C:12](Br)[CH:13]=1)[C:2]1[CH:7]=[CH:6][CH:5]=[CH:4][CH:3]=1.[S:26]1[CH:30]=[CH:29][C:28](B(O)O)=[CH:27]1.C1(C)C=CC=CC=1.C(=O)([O-])[O-].[Na+].[Na+]>CO>[CH2:1]([C:8]1[C:9]([C:15]#[C:16][C:17]2([OH:25])[CH:22]3[CH2:23][CH2:24][N:19]([CH2:20][CH2:21]3)[CH2:18]2)=[N:10][CH:11]=[C:12]([C:28]2[CH:29]=[CH:30][S:26][CH:27]=2)[CH:13]=1)[C:2]1[CH:7]=[CH:6][CH:5]=[CH:4][CH:3]=1 |f:3.4.5|. Procedure: A mixture of 127 mg of 3-(3-benzyl-5-bromo-2-pyridyl)ethynyl-3-quinuclidinol (Example 22-a), 61.4 mg of 3-thiopheneboronic acid, 55.4 mg of tetrakis (triphenylphosphine)palladium(0), 2 ml of toluene, 0.5 ml of methanol and 1 ml of aqueous 2 mol sodium carbonate solution was stirred at 80° C. for 2 hours in a nitrogen atmosphere. NH-silica gel was added to the reaction solution and the solvent was removed. The residue was subjected to NH-silica gel column chromatography using 3% methanol/ethyl ac... Starting materials: FC(F)(F)c1ccccc1Br, C1CCOC1, [Li]CCCC, O=C1CCCC1. The product is OC1(c2ccccc2C(F)(F)F)CCCC1. Reaction SMILES: [Br:1][c:2]1[c:3]([C:8]([F:9])([F:10])[F:11])[cH:4][cH:5][cH:6][cH:7]1.[CH2:23]1[O:24][CH2:25][CH2:26][CH2:27]1.[CH3:12][CH2:13][CH2:14][CH2:15][Li:16].[O:17]=[C:18]1[CH2:19][CH2:20][CH2:21][CH2:22]1>>[c:2]1([C:18]2([OH:17])[CH2:19][CH2:20][CH2:21][CH2:22]2)[c:3]([C:8]([F:9])([F:10])[F:11])[cH:4][cH:5][cH:6][cH:7]1. Yield: 32.4%. Yields the product C1(=CC=CC=C1)S(=O)(=O)NC=1C=C(C=NC1)C=1C=CC=2N=CN=C(C2N1)OC1CCN(CC1)C(=O)OC(C)(C)C (tert-butyl 4-(6-(5-(phenylsulfonamido)-pyridine-3-yl)pyrido[3,2-d]pyrimidin-4-yloxy)piperidine-1-carboxylate). Starting materials: ClC=1C=CC=2N=CN=C(C2N1)OC1CCN(CC1)C(=O)OC(C)(C)C (tert-butyl 4-(6-chloropyrido[3,2-d]pyrimidin-4-yloxy)piperidine-1-carboxylate), CC1(OB(OC1(C)C)C=1C=C(C=NC1)NS(=O)(=O)C1=CC=CC=C1)C (N-(5-(4,4,5,5-tetramethyl-1,3,2-dioxaborolan-2-yl)pyridin-3-yl)benzenesulfonamide), CC1(OB(OC1(C)C)C=1C=C(C=NC1)NS(=O)(=O)C1=CC=CC=C1)C (N-(5-(4,4,5,5-tetramethyl-1,3,2-dioxaborolan-2-yl)pyridin-3-yl)benzenesulfonamide), PdCl2(dppf)-CH2Cl2Adduct, C([O-])(O)=O.[Na+] (sodium bicarbonate). Reported procedure: A mixture of tert-butyl 4-(6-chloropyrido[3,2-d]pyrimidin-4-yloxy)piperidine-1-carboxylate (0.3 g, 0.822 mmol), N-(5-(4,4,5,5-tetramethyl-1,3,2-dioxaborolan-2-yl)pyridin-3-yl)benzene-sulfonamide (Intermediate 2) (0.355 g, 0.987 mmol), PdCl2(dppf)-CH2Cl2Adduct (0.067 g, 0.082 mmol) and 1N aq. sodium bicarbonate (1.64 ml, 1.64 mmol) in dioxane (4.11 ml) was subjected to microwave irradiation for 30 min at 120° C., and cooled to room temperature. The reaction mixture was filtered through a Celite p... Run in O1CCOCC1 (dioxane). RXN SMILES: Cl[C:2]1[CH:3]=[CH:4][C:5]2[N:6]=[CH:7][N:8]=[C:9]([O:12][CH:13]3[CH2:18][CH2:17][N:16]([C:19]([O:21][C:22]([CH3:25])([CH3:24])[CH3:23])=[O:20])[CH2:15][CH2:14]3)[C:10]=2[N:11]=1.CC1(C)C(C)(C)OB([C:34]2[CH:35]=[C:36]([NH:40][S:41]([C:44]3[CH:49]=[CH:48][CH:47]=[CH:46][CH:45]=3)(=[O:43])=[O:42])[CH:37]=[N:38][CH:39]=2)O1.C(=O)(O)[O-].[Na+]>O1CCOCC1>[C:44]1([S:41]([NH:40][C:36]2[CH:35]=[C:34]([C:2]3[CH:3]=[CH:4][C:5]4[N:6]=[CH:7][N:8]=[C:9]([O:12][CH:13]5[CH2:18][CH2:17][N:16]([C:19]([O:21][C:22]([CH3:25])([CH3:24])[CH3:23])=[O:20])[CH2:15][CH2:14]5)[C:10]=4[N:11]=3)[CH:39]=[N:38][CH:37]=2)(=[O:43])=[O:42])[CH:49]=[CH:48][CH:47]=[CH:46][CH:45]=1 |f:2.3|. Reactants: O=C(NC(=O)c1ccccc1)NC1CCN(CCCC(=O)c2c[nH]c3ccccc23)CC1, CCO, [Na+], [OH-], O. The product is NC(=O)NC1CCN(CCCC(=O)c2c[nH]c3ccccc23)CC1. As a reaction SMILES: [C:1](=[O:2])([c:3]1[cH:4][cH:5][cH:6][cH:7][cH:8]1)[NH:9][C:10](=[O:11])[NH:12][CH:13]1[CH2:14][CH2:15][N:16]([CH2:19][CH2:20][CH2:21][C:22](=[O:23])[c:24]2[cH:25][nH:26][c:27]3[cH:28][cH:29][cH:30][cH:31][c:32]23)[CH2:17][CH2:18]1.[CH3:35][CH2:36][OH:37].[Na+:34].[OH-:33].[OH2:38]>>[NH2:9][C:10](=[O:11])[NH:12][CH:13]1[CH2:14][CH2:15][N:16]([CH2:19][CH2:20][CH2:21][C:22](=[O:23])[c:24]2[cH:25][nH:26][c:27]3[cH:28][cH:29][cH:30][cH:31][c:32]23)[CH2:17][CH2:18]1. Reactants: C(C)OCCOC(C(=O)OCC)C(=O)[O-] (ethyl 2-(2-ethoxyethyl)oxymalonate), [O-]CC.[Na+] (sodium ethoxide), C(C1=CC=CC=C1)(C1=CC=CC=C1)(C1=CC=CC=C1)OCCCBr (3-trityloxy-1-propyl-bromide). Solvent: CCO (EtOH), CCO (EtOH). Run at temperature 50 celsius, time 1 hour. Yields the product OCCCC(C(=O)OCC)(C(=O)OCC)OCCOCC (ethyl 5-hydroxy-2-[(2-ethoxy)ethyloxy]-2-ethoxycarbonyl-pentanoate). Reaction SMILES: [CH2:1]([O:3][CH2:4][CH2:5][O:6][CH:7]([C:13]([O-:15])=[O:14])[C:8]([O:10][CH2:11][CH3:12])=[O:9])[CH3:2].[O-][CH2:17][CH3:18].[Na+].[C:20]([O:39]CCCBr)(C1C=CC=CC=1)(C1C=CC=CC=1)[C:21]1C=CC=C[CH:22]=1>CCO>[OH:39][CH2:20][CH2:21][CH2:22][C:7]([O:6][CH2:5][CH2:4][O:3][CH2:1][CH3:2])([C:13]([O:15][CH2:17][CH3:18])=[O:14])[C:8]([O:10][CH2:11][CH3:12])=[O:9] |f:1.2|. Procedure: 6 g of ethyl 2-(2-ethoxyethyl)oxymalonate (24.65 mmoles) are added to a solution of sodium ethoxide in EtOH (15 ml, prepared by dissolution of 0.65 g, 0.028 moles metal Na) under stirring and nitrogen atmosphere. Stirring is continued for 1 h at room temperature, then a solution of 3-trityloxy-1-propyl-bromide (9.4 g, 24.7 mmoles) in EtOH (20 ml) is added dropwise. The reaction mixture is heated at 50° C. and kept at this temperature overnight. When the reaction is completed, the solvent is evap...